This data is from the Open Reaction Database (ORD), a public repository of structured organic reaction records. The task is: describe an organic reaction: reactants, conditions, products, and yield Starting materials: N#Cc1ccccc1C(=O)Cl, COCCOC, CN(N)C(=S)Nc1ccccc1, O, c1ccncc1. Product: CN(C(=S)Nc1ccccc1)N1C(=N)c2ccccc2C1=O. As a reaction SMILES: [C:1](#[N:2])[c:3]1[c:4]([C:5](=[O:6])[Cl:7])[cH:8][cH:9][cH:10][cH:11]1.[CH2:31]([CH2:32][O:33][CH3:34])[O:35][CH3:36].[CH3:12][N:13]([NH2:14])[C:15](=[S:16])[NH:17][c:18]1[cH:19][cH:20][cH:21][cH:22][cH:23]1.[OH2:30].[cH:24]1[cH:25][cH:26][n:27][cH:28][cH:29]1>>[C:1]1(=[NH:2])[c:3]2[c:4]([cH:8][cH:9][cH:10][cH:11]2)[C:5](=[O:6])[N:14]1[N:13]([CH3:12])[C:15](=[S:16])[NH:17][c:18]1[cH:19][cH:20][cH:21][cH:22][cH:23]1.